This data is from the Open Reaction Database (ORD), a public repository of structured organic reaction records. The task is: describe an organic reaction: reactants, conditions, products, and yield The reactants are N1(CCCCC1)C1CCNCC1 (4-piperidinopiperidine), ICC(=O)OC(CC)C1=C(C(N2CC=3C(=NC4=CC=CC=C4C3)C2=C1)=O)C ((±)-7-[1-[(iodoacetyl)oxy]propyl]-8-methylindolizino[1,2-b]quinolin-9(11H)-one), N1(CCCCC1)C1CCNCC1 (4-piperidinopiperidine). Run in C(Cl)Cl (CH2Cl2). Conditions: time 3.5 hour. Yields the product I.N1(CCCCC1)C1CCN(CC1)CC(=O)OC(CC)C1=C(C(N2CC=3C(=NC4=CC=CC=C4C3)C2=C1)=O)C ((±)-7-[1-[[(1,4'-Bipiperidin-1'-yl)acetyl]oxy]propyl]-8-methylindolizino[1,2-b]quinolin-9(11H)-one Hydroiodide). RXN SMILES: [I:1][CH2:2][C:3]([O:5][CH:6]([C:9]1[CH:25]=[C:24]2[N:12]([CH2:13][C:14]3[C:15]2=[N:16][C:17]2[C:22]([CH:23]=3)=[CH:21][CH:20]=[CH:19][CH:18]=2)[C:11](=[O:26])[C:10]=1[CH3:27])[CH2:7][CH3:8])=[O:4].[N:28]1([CH:34]2[CH2:39][CH2:38][NH:37][CH2:36][CH2:35]2)[CH2:33][CH2:32][CH2:31][CH2:30][CH2:29]1>C(Cl)Cl>[IH:1].[N:28]1([CH:34]2[CH2:39][CH2:38][N:37]([CH2:2][C:3]([O:5][CH:6]([C:9]3[CH:25]=[C:24]4[N:12]([CH2:13][C:14]5[C:15]4=[N:16][C:17]4[C:22]([CH:23]=5)=[CH:21][CH:20]=[CH:19][CH:18]=4)[C:11](=[O:26])[C:10]=3[CH3:27])[CH2:7][CH3:8])=[O:4])[CH2:36][CH2:35]2)[CH2:33][CH2:32][CH2:31][CH2:30][CH2:29]1 |f:3.4|. Reported procedure: To a suspension of (±)-7-[1-[(iodoacetyl)oxy]propyl]-8-methylindolizino[1,2-b]quinolin-9(11H)-one (50 mg, 0.11 mmol) in CH2Cl2 (4 mL) was added 4-piperidinopiperidine (17.6 mg, 0.11 mmol). After stirring at room temperature for 3.5 h, thin layer chromatographic analysis indicated that the reaction was incomplete,. Additional 4-piperidinopiperidine (2.7 mg, 0.016 mmol) was added, and stirring was continued for 2 d. The mixture was concentrated under reduced pressure, and the residue was purified ... The reactants are C(CC(=O)C)(=O)OC(CN1CCCCC1)C=1SC=CC1 (1-(2-thienyl)-2-piperidinoethyl acetoacetate), [N+](=O)([O-])C=1C=C(C=O)C=CC1 (m-nitrobenzaldehyde), N\C(=C/C(=O)OC)\C (methyl β-aminocrotonate). Run in C(C)(C)O (isopropanol). The product is S1C(=CC=C1)C(CN1CCCCC1)OC(=O)C=1C(C(=C(NC1C)C)C(=O)OC)C1=CC(=CC=C1)[N+](=O)[O-] (2,6-dimethyl-4-(m-nitrophenyl)-1,4-dihydropyridine-3,5-dicarboxylic acid-3-methylester-5-[1-(2-thienyl)-2-piperidinoethyl]ester). RXN SMILES: [C:1]([O:7][CH:8]([C:16]1[S:17][CH:18]=[CH:19][CH:20]=1)[CH2:9][N:10]1[CH2:15][CH2:14][CH2:13][CH2:12][CH2:11]1)(=[O:6])[CH2:2][C:3]([CH3:5])=O.[N+:21]([C:24]1[CH:25]=[C:26]([CH:29]=[CH:30][CH:31]=1)[CH:27]=O)([O-:23])=[O:22].[NH2:32]/[C:33](/[CH3:39])=[CH:34]\[C:35]([O:37][CH3:38])=[O:36]>C(O)(C)C>[S:17]1[CH:18]=[CH:19][CH:20]=[C:16]1[CH:8]([O:7][C:1]([C:2]1[CH:27]([C:26]2[CH:29]=[CH:30][CH:31]=[C:24]([N+:21]([O-:23])=[O:22])[CH:25]=2)[C:34]([C:35]([O:37][CH3:38])=[O:36])=[C:33]([CH3:39])[NH:32][C:3]=1[CH3:5])=[O:6])[CH2:9][N:10]1[CH2:15][CH2:14][CH2:13][CH2:12][CH2:11]1. Procedure: In 350 ml of isopropanol are dissolved 30.9 g of 1-(2-thienyl)-2-piperidinoethyl acetoacetate, 15.4 g of m-nitrobenzaldehyde and 11.7 g of methyl β-aminocrotonate, and the mixture is refluxed under heating for 20 hours. The reaction mixture is concentrated under reduced pressure and the residue is purified by column chromatography on silica gel (eluent:chloroform:methanol=10:1.2 (by volume)). The firstly eluted solution is concentrated and recrystallized from ethanol to give 2,6-dimethyl-4-(m-ni... The reactants are CC(C)(C)OC(=O)N1CCC(CC1)(CN=C(C2=CC=CC=C2)C3=CC=CC=C3)C(=O)N, C1=CN=C(C=C1C(F)(F)F)Br. Reagents/catalysts: C(=O)([O-])[O-].[Cs+].[Cs+], CC1(C2=C(C(=CC=C2)P(C3=CC=CC=C3)C4=CC=CC=C4)OC5=C1C=CC=C5P(C6=CC=CC=C6)C7=CC=CC=C7)C, CC(=O)O.CC(=O)O.[Pd]. Run in C1COCCO1. Conditions: temperature 90 celsius. Product: CC(C)(C)OC(=O)N1CCC(CC1)(CN=C(C2=CC=CC=C2)C3=CC=CC=C3)C(=O)NC4=NC=CC(=C4)C(F)(F)F. Isolated yield 71.4%. Procedure: tert-butyl 4-carbamoyl-4-((diphenylmethyleneamino)methyl)piperidine-1-carboxylate (500 mg, 1.19 mmol), 2-bromo-4-(trifluoromethyl)pyridine (268 mg, 1.19 mmol), and cesium carbonate (541 mg, 1.66 mmol) were suspended in dioxane (2 mL) . The reaction was purged with nitrogen for 10 minutes then 9,9-Dimethyl-4,5-bis(diphenylphosphino)xanthene (30.9 mg, 0.05 mmol) and palladium(II) acetate (7.99 mg, 0.04 mmol) were added.  The reaction was heated at 90 °C for 48 hours.  The reaction was cooled to ro... Starting materials: B(Br)(Br)Br (BBr3), C(C1=CC=CC=C1)OCCCCSCCCC(C(F)(F)F)(F)F ((4-(benzyloxy)butyl)(4,4,5,5,5-pentafluoropentyl)sulfane), O (Water). Solvent: C(Cl)Cl (DCM). Conditions: temperature -78 celsius, time 18 hour. The product is FC(CCCSCCCCO)(C(F)(F)F)F (4-((4,4,5,5,5-pentafluoropentyl)thio)butan-1-ol). Yield: 67.6%. As a reaction SMILES: B(Br)(Br)Br.C([O:12][CH2:13][CH2:14][CH2:15][CH2:16][S:17][CH2:18][CH2:19][CH2:20][C:21]([F:27])([F:26])[C:22]([F:25])([F:24])[F:23])C1C=CC=CC=1.O>C(Cl)Cl>[F:27][C:21]([F:26])([C:22]([F:23])([F:24])[F:25])[CH2:20][CH2:19][CH2:18][S:17][CH2:16][CH2:15][CH2:14][CH2:13][OH:12]. Procedure: BBr3 (1M in DCM, 2.9 mL, 2.9 mmol) was added dropwise to a solution of (4-(benzyloxy)butyl)(4,4,5,5,5-pentafluoropentyl)sulfane (340 mg, 0.95 mmol) in DCM (5 mL) cooled to −78° C. The temperature was allowed to warm up to room temperature and the mixture was stirred for 18 h. Water was slowly added and the reaction mixture was stirred for 10 min. The two layers were separated and the aqueous layer was extracted with DCM (3×). The organics were combined, dried over sodium sulfate, and evaporated ... The reactants are CC(Cl)c1cccnc1, CCC1(C)CCNCC1. Reagents/catalysts: O=C([O-])[O-].[Cs+].[Cs+] (cesium carbonate), [I-].[K+] (potassium iodide). Run in CN(C)C=O (DMF), CN(C)C=O (dmf), CN(C)C=O (DMF). Run at temperature 70 celsius, time 16 hour. Yields the product CCC1(C)CCN(C(C)c2cccnc2)CC1. Reactants: CN(C)C1=NC=CC=C1 (dimethylaminopyridine), Cl (hydrochloric acid), OC(C(CCC(=O)OC(C)C)C(=O)OC(C)C)C1=CC=CC=C1 (diisopropyl 4-hydroxy-4-phenyl-1,3-butanedicarboxylate), C(C)(=O)OC(C)=O (acetic anhydride). The solvent is N1=CC=CC=C1 (pyridine). Run at time 1.5 hour. Yields the product C(C)(=O)OC(C(CCC(=O)OC(C)C)C(=O)OC(C)C)C1=CC=CC=C1 (diisopropyl 4-acetoxy-4-phenyl-1,3-butanedicarboxylate). As a reaction SMILES: CN(C1C=CC=CN=1)C.[OH:10][CH:11]([C:27]1[CH:32]=[CH:31][CH:30]=[CH:29][CH:28]=1)[CH:12]([C:21]([O:23][CH:24]([CH3:26])[CH3:25])=[O:22])[CH2:13][CH2:14][C:15]([O:17][CH:18]([CH3:20])[CH3:19])=[O:16].[C:33](OC(=O)C)(=[O:35])[CH3:34].Cl>N1C=CC=CC=1>[C:33]([O:10][CH:11]([C:27]1[CH:28]=[CH:29][CH:30]=[CH:31][CH:32]=1)[CH:12]([C:21]([O:23][CH:24]([CH3:26])[CH3:25])=[O:22])[CH2:13][CH2:14][C:15]([O:17][CH:18]([CH3:19])[CH3:20])=[O:16])(=[O:35])[CH3:34]. Procedure: 70 mg of dimethylaminopyridine was added to a mixed solution comprising 6.13 g of diisopropyl 4-hydroxy-4-phenyl-1,3-butanedicarboxylate, 30 ml of pyridine and 6 ml of acetic anhydride, followed by stirring at room temperature for 1.5 hours. 2N hydrochloric acid was added to the reaction solution, and then the mixture was extracted with ethyl acetate. The organic layer was sequentially washed with 2N hydrochloric acid, a saturated sodium hydrogencarbonate aqueous solution and a saturated sodium ...